This data is from the Open Reaction Database (ORD), a public repository of structured organic reaction records. The task is: describe an organic reaction: reactants, conditions, products, and yield Reactants: NC1=NC=C(C=N1)C=1C=C(C(=CC1)NC(C)(C)C)N (4-(2-amino-pyrimidin-5-yl)-N1-tert-butyl-benzene-1,2-diamine), S(=S)(=O)([O-])[O-].[Na+].[Na+] (sodium thiosulfate), IC1=C(C=O)C=CC=C1 (2-iodobenzaldehyde), OOS(=O)[O-].[K+] (oxone). Run in CN(C)C=O (DMF), O (water), CCOC(=O)C (EtOAc). Conditions: time 1 hour. Product: C(C)(C)(C)N1C(=NC2=C1C=CC(=C2)C=2C=NC(=NC2)N)C2=C(C=CC=C2)I (5-[1-tert-butyl-2-(2-iodo-phenyl)-1H-benzimidazol-5-yl]-pyrimidin-2-ylamine). The yield is 34.4%. As a reaction SMILES: [NH2:1][C:2]1[N:7]=[CH:6][C:5]([C:8]2[CH:9]=[C:10]([NH2:19])[C:11]([NH:14][C:15]([CH3:18])([CH3:17])[CH3:16])=[CH:12][CH:13]=2)=[CH:4][N:3]=1.[I:20][C:21]1[CH:28]=[CH:27][CH:26]=[CH:25][C:22]=1[CH:23]=O.OOS([O-])=O.[K+].S([O-])([O-])(=O)=S.[Na+].[Na+]>CN(C=O)C.O.CCOC(C)=O>[C:15]([N:14]1[C:11]2[CH:12]=[CH:13][C:8]([C:5]3[CH:4]=[N:3][C:2]([NH2:1])=[N:7][CH:6]=3)=[CH:9][C:10]=2[N:19]=[C:23]1[C:22]1[CH:25]=[CH:26][CH:27]=[CH:28][C:21]=1[I:20])([CH3:16])([CH3:18])[CH3:17] |f:2.3,4.5.6|. Reported procedure: To a round bottom flask are added 4-(2-amino-pyrimidin-5-yl)-N1-tert-butyl-benzene-1,2-diamine (430 mg, 1.67 mmol) in DMF (10 mL) and water (3 mL), followed by the addition of 2-iodobenzaldehyde (445 mg, 1.92 mmol) and oxone (1180 mg, 1.92 mmol). The reaction mixture is stirred at room temperature for 1 hour. Saturated sodium thiosulfate (10 mL) is added. The reaction mixture is diluted with EtOAc (50 mL). The organic layer is washed with water, brine, dried under anhydrous Na2SO4, filtered and ... The reactants are C(C)(C)(C)OC(=O)NC1=C(C=CC(=C1)C(=O)OC)B(O)O (2-(tert-butoxycarbonylamino)-4-(methoxycarbonyl)phenylboronic acid), tetrakis(triphenyl-phosphine)palladium, C([O-])([O-])=O.[Na+].[Na+] (sodium carbonate), ClC1=C(C#N)C=CC(=N1)CCC1=CC=CC=C1 (2-chloro-6-phenethylnicotinonitrile), ClC=1C(=NC=C(C1)\C=C\C1=CC=CC=C1)C#N ((E)-3-chloro-5-styrylpicolinonitrile). Run in CCOC(=O)C (EtOAc), O (water), C1(=CC=CC=C1)C.C(C)O (toluene ethanol). Conditions: temperature 100 celsius, time 8 hour. The product is NC1=NC2=C(C=3C=C(C=NC13)CCC1=CC=CC=C1)C=CC(=C2)C(=O)OC (methyl 5-amino-2-phenethylbenzo[f][1,7]naphthyridine-8-carboxylate). As a reaction SMILES: C(O[C:6]([NH:8][C:9]1[CH:14]=[C:13]([C:15]([O:17][CH3:18])=[O:16])[CH:12]=[CH:11][C:10]=1B(O)O)=O)(C)(C)C.ClC1N=C(CCC2C=CC=CC=2)C=CC=1C#[N:26].Cl[C:40]1[C:41](C#N)=[N:42][CH:43]=[C:44](/[CH:46]=[CH:47]/[C:48]2[CH:53]=[CH:52][CH:51]=[CH:50][CH:49]=2)[CH:45]=1.C(=O)([O-])[O-].[Na+].[Na+]>C1(C)C=CC=CC=1.C(O)C.CCOC(C)=O.O>[NH2:26][C:6]1[C:41]2[N:42]=[CH:43][C:44]([CH2:46][CH2:47][C:48]3[CH:53]=[CH:52][CH:51]=[CH:50][CH:49]=3)=[CH:45][C:40]=2[C:10]2[CH:11]=[CH:12][C:13]([C:15]([O:17][CH3:18])=[O:16])=[CH:14][C:9]=2[N:8]=1 |f:3.4.5,6.7|. Procedure details: A solution of 2-(tert-butoxycarbonylamino)-4-(methoxycarbonyl)phenylboronic acid (from Example 85/Step 1) (1.0 eq.) and 2-chloro-6-phenethylnicotinonitrile (prepared from (E)-3-chloro-5-styrylpicolinonitrile (from Example 32/Step 1) following the procedure described in Example 114/Step 3) (1.0 eq.), tetrakis(triphenyl-phosphine)palladium (5 mol %), and 2N aqueous sodium carbonate solution (2.0 eq.) in toluene/ethanol (2:1, 0.03 M) was stirred at 100° C. overnight. After cooling to ambient temper... Starting materials: CCOC(=O)CCCCCBr, [Na], CN(C)C=O, Oc1ccc2ccccc2c1. Product: CCOC(=O)CCCCCOc1ccc2ccccc2c1. RXN SMILES: [Br:1][CH2:2][CH2:3][CH2:4][CH2:5][CH2:6][C:7](=[O:8])[O:9][CH2:10][CH3:11].[Na:12].[O:24]=[CH:25][N:26]([CH3:27])[CH3:28].[OH:13][c:14]1[cH:15][cH:16][c:17]2[cH:18][cH:19][cH:20][cH:21][c:22]2[cH:23]1>>[CH2:2]([CH2:3][CH2:4][CH2:5][CH2:6][C:7](=[O:8])[O:9][CH2:10][CH3:11])[O:13][c:14]1[cH:15][cH:16][c:17]2[cH:18][cH:19][cH:20][cH:21][c:22]2[cH:23]1. Reactants: Br (HBr), [Si](C)(C)(C(C)(C)C)OC1=CC=C(C=C1)C1=CC=C(C=C1)C=O (4′-{[tert-butyl(dimethyl)silyl]oxy}-1,1′-biphenyl-4-carbaldehyde), [F-].[K+] (KF), Br (HBr), Cl (HCl). Run in CN(C)C=O (DMF). Reaction conditions: time 1 hour. The product is OC1=CC=C(C=C1)C1=CC=C(C=C1)C=O (4′-Hydroxy[1,1′-biphenyl]-4-carbaldehyde). RXN SMILES: [Si]([O:8][C:9]1[CH:14]=[CH:13][C:12]([C:15]2[CH:20]=[CH:19][C:18]([CH:21]=[O:22])=[CH:17][CH:16]=2)=[CH:11][CH:10]=1)(C(C)(C)C)(C)C.[F-].[K+].Br.Cl>CN(C=O)C>[OH:8][C:9]1[CH:10]=[CH:11][C:12]([C:15]2[CH:20]=[CH:19][C:18]([CH:21]=[O:22])=[CH:17][CH:16]=2)=[CH:13][CH:14]=1 |f:1.2|. Reported procedure: A mixture of 4′-{[tert-butyl(dimethyl)silyl]oxy}-1,1′-biphenyl-4-carbaldehyde (320 mg, 1.03 mmol), anhydrous KF (120 mg, 2.06 mmol) and 48% aqueous HBr (35 ul, 0.31 mmol) in 6 mL dry DMF was stirred at room temperature under N2 for 1 h. TLC indicated starting material present and therefore more 48% aqueous HBr (35 uL, 0.31 mmol) was added into the reaction and the mixture was continued to stir for 1.5 h. The mixture was then poured, with cooling, into 1 N aqueous HCl (30 mL). The aqueous mixture... Reactants: [OH-].[Na+] (NaOH), CNC (dimethylamine), CN(C)CC1=CNC2=C1C=CC(=C2)Cl (6-chlorogramine), C(C)OC(CNC(C)=O)=O (ethyl-acetamido-acetate). Run in C=1(C(=CC=CC1)C)C (xylene). Run at temperature 90 celsius, time 12 hour. Product: ClC=1C=C2NC=C(C[C@H](N)C(=O)O)C2=CC1 (6-chloro-tryptophan). Isolated yield 84.0%. Reaction SMILES: [OH-].[Na+].CN([CH2:6][C:7]1[C:11]2[CH:12]=[CH:13][C:14]([Cl:16])=[CH:15][C:10]=2[NH:9][CH:8]=1)C.C([O:19][C:20](=[O:26])[CH2:21][NH:22]C(=O)C)C.CNC>C1(C)C(C)=CC=CC=1>[Cl:16][C:14]1[CH:15]=[C:10]2[C:11](=[CH:12][CH:13]=1)[C:7]([CH2:6][C@@H:21]([C:20]([OH:26])=[O:19])[NH2:22])=[CH:8][NH:9]2 |f:0.1|. Reported procedure: Under inert atmosphere and rapid stirring 52 mg of NaOH are pulverized into anhydrous xylene (20 ml), heating the suspension at approximately 90° C. 550 mg of 6-chlorogramine (prepared as described in example 1) and 460 mg of ethyl-acetamido-acetate are then added. The mixture is refluxed for approximately 7 hours and the development of dimethylamine, extremely vigorous at the start of the heating, practically ceases after about 6 hours of heating. The reaction mixture is cooled for 12 hours at ...